This data is from the Open Reaction Database (ORD), a public repository of structured organic reaction records. The task is: describe an organic reaction: reactants, conditions, products, and yield Starting materials: CCCCP(=CC#N)(CCCC)CCCC, Cc1ccccc1, CCOCC, O=S(=O)(Cc1cc(F)ccc1F)c1ccc(Cl)cc1, CC(C)(C)OC(=O)N1CCC(O)CC1. Yields the product CC(C)(C)OC(=O)N1CCC(C(c2cc(F)ccc2F)S(=O)(=O)c2ccc(Cl)cc2)CC1. Reaction SMILES: [C:34]([CH:35]=[P:36]([CH2:37][CH2:38][CH2:39][CH3:40])([CH2:41][CH2:42][CH2:43][CH3:44])[CH2:45][CH2:46][CH2:47][CH3:48])#[N:49].[CH3:50][c:51]1[cH:52][cH:53][cH:54][cH:55][cH:56]1.[CH3:57][CH2:58][O:59][CH2:60][CH3:61].[Cl:1][c:2]1[cH:3][cH:4][c:5]([S:8](=[O:9])(=[O:10])[CH2:11][c:12]2[c:13]([F:19])[cH:14][cH:15][c:16]([F:18])[cH:17]2)[cH:6][cH:7]1.[OH:20][CH:21]1[CH2:22][CH2:23][N:24]([C:27](=[O:28])[O:29][C:30]([CH3:31])([CH3:32])[CH3:33])[CH2:25][CH2:26]1>>[Cl:1][c:2]1[cH:3][cH:4][c:5]([S:8](=[O:9])(=[O:10])[CH:11]([c:12]2[c:13]([F:19])[cH:14][cH:15][c:16]([F:18])[cH:17]2)[CH:21]2[CH2:22][CH2:23][N:24]([C:27](=[O:28])[O:29][C:30]([CH3:31])([CH3:32])[CH3:33])[CH2:25][CH2:26]2)[cH:6][cH:7]1. The reactants are CCO, Nc1nc(COc2cccc(Cl)c2Cl)nc2nccnc12, [Na+], [OH-]. The product is O=c1[nH]c(COc2cccc(Cl)c2Cl)nc2nccnc12. RXN SMILES: [CH3:22][CH2:23][OH:24].[NH2:1][c:2]1[n:3][c:4]([CH2:12][O:13][c:14]2[c:15]([Cl:21])[c:16]([Cl:20])[cH:17][cH:18][cH:19]2)[n:5][c:6]2[n:7][cH:8][cH:9][n:10][c:11]12.[Na+:26].[OH-:25]>>[c:2]1(=[O:24])[nH:3][c:4]([CH2:12][O:13][c:14]2[c:15]([Cl:21])[c:16]([Cl:20])[cH:17][cH:18][cH:19]2)[n:5][c:6]2[n:7][cH:8][cH:9][n:10][c:11]12.